This data is from the Open Reaction Database (ORD), a public repository of structured organic reaction records. The task is: describe an organic reaction: reactants, conditions, products, and yield Reactants: ClC1=NC=2N3C(C(N(C2C=N1)C(C)C)=O)(COCC3)C (2-Chloro-5-isopropyl-6a-methyl-6a,7,9,10-tetrahydro-[1,4]oxazino[3,4-h]pteridin-6(5H)-one), CNC(=O)NC1=CC=C(C=C1)B1OC(C(O1)(C)C)(C)C (1-methyl-3-(4-(4,4,5,5-tetramethyl-1,3,2-dioxaborolan-2-yl)phenyl)urea), C([O-])(O)=O.[Na+] (sodium bicarbonate). The reagents and catalysts are C1=CC=C(C=C1)P([C-]2C=CC=C2)C3=CC=CC=C3.C1=CC=C(C=C1)P([C-]2C=CC=C2)C3=CC=CC=C3.Cl[Pd]Cl.[Fe+2] (PdCl2(dppf)). Run in O1CCOCC1 (1,4-dioxane). Conditions: temperature 100 celsius. Product: C(C)(C)N1C=2C=NC(=NC2N2C(C1=O)(COCC2)C)C2=CC=C(C=C2)NC(=O)NC (1-(4-(5-isopropyl-6a-methyl-6-oxo-5,6,6a,7,9,10-hexahydro-[1,4]oxazino[3,4-h]pteridin-2-yl)phenyl)-3-methylurea). Yield: 22.1%. Reaction SMILES: Cl[C:2]1[N:11]=[CH:10][C:9]2[N:8]([CH:12]([CH3:14])[CH3:13])[C:7](=[O:15])[C:6]3([CH3:20])[CH2:16][O:17][CH2:18][CH2:19][N:5]3[C:4]=2[N:3]=1.[CH3:21][NH:22][C:23]([NH:25][C:26]1[CH:31]=[CH:30][C:29](B2OC(C)(C)C(C)(C)O2)=[CH:28][CH:27]=1)=[O:24].C(=O)(O)[O-].[Na+]>O1CCOCC1.C1C=CC(P(C2C=CC=CC=2)[C-]2C=CC=C2)=CC=1.C1C=CC(P(C2C=CC=CC=2)[C-]2C=CC=C2)=CC=1.Cl[Pd]Cl.[Fe+2]>[CH:12]([N:8]1[C:7](=[O:15])[C:6]2([CH3:20])[CH2:16][O:17][CH2:18][CH2:19][N:5]2[C:4]2[N:3]=[C:2]([C:29]3[CH:28]=[CH:27][C:26]([NH:25][C:23]([NH:22][CH3:21])=[O:24])=[CH:31][CH:30]=3)[N:11]=[CH:10][C:9]1=2)([CH3:14])[CH3:13] |f:2.3,5.6.7.8|. Reported procedure: 2-Chloro-5-isopropyl-6a-methyl-6a,7,9,10-tetrahydro-[1,4]oxazino[3,4-h]pteridin-6(5H)-one (98 mg, 0.330 mmol) was mixed with PdCl2(dppf) (48.3 mg), 1-methyl-3-(4-(4,4,5,5-tetramethyl-1,3,2-dioxaborolan-2-yl)phenyl)urea (100 mg, 0.363 mmol) and saturated sodium bicarbonate solution (2 mL, sat.) in 1,4-dioxane (4 mL). The suspension was heated by microwave irradiation at 100° C. for 30 minutes. The suspension was filtered, the solids washed with methanol then DMSO and the filtrate evaporated in va...